From a dataset of the Open Reaction Database (ORD), a public repository of structured organic reaction records. describe an organic reaction: reactants, conditions, products, and yield Solvent: O1CCOCC1 (dioxane). Reaction conditions: time 2 hour. Reported procedure: Phenyl chloroformate (0.207 mL, 1.65 mmol) was added dropwise to 4-[4-(ethylsulfonylmethyl)-6-[(3S)-3-methylmorpholin-4-yl]pyrimidin-2-yl]aniline (620 mg, 1.65 mmol) and sodium bicarbonate (208 mg, 2.47 mmol) in dioxane (15 mL) under nitrogen. The resulting suspension was stirred at RT for 2 hours. The reaction mixture was evaporated to dryness and the residue partitioned between ethyl acetate (200 mL) and water (200 mL). The organic layer was dried (MgSO4), filtered and evaporated to give the d... As a reaction SMILES: Cl[C:2]([O:4][C:5]1[CH:10]=[CH:9][CH:8]=[CH:7][CH:6]=1)=[O:3].[CH2:11]([S:13]([CH2:16][C:17]1[CH:22]=[C:21]([N:23]2[CH2:28][CH2:27][O:26][CH2:25][C@@H:24]2[CH3:29])[N:20]=[C:19]([C:30]2[CH:36]=[CH:35][C:33]([NH2:34])=[CH:32][CH:31]=2)[N:18]=1)(=[O:15])=[O:14])[CH3:12].C(=O)(O)[O-].[Na+]>O1CCOCC1>[CH2:11]([S:13]([CH2:16][C:17]1[CH:22]=[C:21]([N:23]2[CH2:28][CH2:27][O:26][CH2:25][C@@H:24]2[CH3:29])[N:20]=[C:19]([C:30]2[CH:31]=[CH:32][C:33]([NH:34][C:2](=[O:3])[O:4][C:5]3[CH:10]=[CH:9][CH:8]=[CH:7][CH:6]=3)=[CH:35][CH:36]=2)[N:18]=1)(=[O:14])=[O:15])[CH3:12] |f:2.3|. The reactants are ClC(=O)OC1=CC=CC=C1 (Phenyl chloroformate), C(C)S(=O)(=O)CC1=NC(=NC(=C1)N1[C@H](COCC1)C)C1=CC=C(N)C=C1 (4-[4-(ethylsulfonylmethyl)-6-[(3S)-3-methylmorpholin-4-yl]pyrimidin-2-yl]aniline), C([O-])(O)=O.[Na+] (sodium bicarbonate). Yields the product C(C)S(=O)(=O)CC1=NC(=NC(=C1)N1[C@H](COCC1)C)C1=CC=C(C=C1)NC(OC1=CC=CC=C1)=O (Phenyl N-[4-[4-(ethylsulfonylmethyl)-6-[(3S)-3-methylmorpholin-4-yl]pyrimidin-2-yl]phenyl]carbamate). Yield: 108.0%. Starting materials: N1C=CC2=CC(=CC=C12)C1=NC2=CC=C(C=C2N=C1N1[C@H](COCC1)C)C(=O)OC ((S)-methyl 2-(1H-indol-5-yl)-3-(3-methylmorpholino)quinoxaline-6-carboxylate), [OH-].[Na+] (NaOH), O (water). The solvent is CO (methanol), C(Cl)(Cl)Cl (CHCl3). Conditions: time 8 hour. Yields the product N1C=CC2=CC(=CC=C12)C1=NC2=CC=C(C=C2N=C1N1[C@H](COCC1)C)C(=O)O ((S)-2-(1H-indol-5-yl)-3-(3-methylmorpholino)quinoxaline-6-carboxylic acid). Isolated yield 77.2%. Reaction SMILES: [NH:1]1[C:9]2[C:4](=[CH:5][C:6]([C:10]3[C:19]([N:20]4[CH2:25][CH2:24][O:23][CH2:22][C@@H:21]4[CH3:26])=[N:18][C:17]4[C:12](=[CH:13][CH:14]=[C:15]([C:27]([O:29]C)=[O:28])[CH:16]=4)[N:11]=3)=[CH:7][CH:8]=2)[CH:3]=[CH:2]1.[OH-].[Na+].O>CO.C(Cl)(Cl)Cl>[NH:1]1[C:9]2[C:4](=[CH:5][C:6]([C:10]3[C:19]([N:20]4[CH2:25][CH2:24][O:23][CH2:22][C@@H:21]4[CH3:26])=[N:18][C:17]4[C:12](=[CH:13][CH:14]=[C:15]([C:27]([OH:29])=[O:28])[CH:16]=4)[N:11]=3)=[CH:7][CH:8]=2)[CH:3]=[CH:2]1 |f:1.2|. Procedure details: To a solution of (S)-methyl 2-(1H-indol-5-yl)-3-(3-methylmorpholino)quinoxaline-6-carboxylate (110 mg, 0.27 mmol) in methanol (15 mL) and CHCl3 (5 mL) was added NaOH (32.4 mg, 0.81 mmol) and water (1 mL). The resulting solution was stirred overnight at room temperature and concentrated in vacuo. The residue was dissolved in water (15 mL) and adjusted to pH 5 with hydrochloric acid (1N). The solids were collected by filtration to afford (S)-2-(1H-indol-5-yl)-3-(3-methylmorpholino)quinoxaline-6-ca... Starting materials: O=C(O)C1Cc2c([nH]c3ccccc23)CN1, Cc1ccc(CCl)cc1, CCO, CS(C)=O, [Na+], [OH-], S=C=S. Product: Cc1ccc(CSC(=S)N2Cc3[nH]c4ccccc4c3CC2C(=O)O)cc1. Reaction SMILES: [CH2:1]1[NH:2][CH:3]([C:14](=[O:15])[OH:16])[CH2:4][c:5]2[c:6]3[cH:7][cH:8][cH:9][cH:10][c:11]3[nH:12][c:13]21.[CH3:22][c:23]1[cH:24][cH:25][c:26]([CH2:27][Cl:28])[cH:29][cH:30]1.[CH3:31][CH2:32][OH:33].[CH3:34][S:35]([CH3:36])=[O:37].[Na+:18].[OH-:17].[S:19]=[C:20]=[S:21]>>[CH2:1]1[N:2]([C:20]([S:19][CH2:27][c:26]2[cH:25][cH:24][c:23]([CH3:22])[cH:30][cH:29]2)=[S:21])[CH:3]([C:14](=[O:15])[OH:16])[CH2:4][c:5]2[c:6]3[cH:7][cH:8][cH:9][cH:10][c:11]3[nH:12][c:13]21. Starting materials: C(C1=CC=CC=C1)(=O)CC(=O)OCC (ethyl benzoylacetate), O (water), CNN (methyl-hydrazine). The solvent is O1CCOCC1 (dioxane). Reaction conditions: temperature 500 celsius, time 8 hour. Yields the product CN1N=C(CC1=O)C1=CC=CC=C1 (2,4-dihydro-2-methyl-5-phenyl-3H-pyrazol-3-one). RXN SMILES: [C:1]([CH2:9][C:10]([O:12]CC)=O)(=O)[C:2]1[CH:7]=[CH:6][CH:5]=[CH:4][CH:3]=1.O.[CH3:16][NH:17][NH2:18]>O1CCOCC1>[CH3:16][N:17]1[C:10](=[O:12])[CH2:9][C:1]([C:2]2[CH:7]=[CH:6][CH:5]=[CH:4][CH:3]=2)=[N:18]1. Procedure details: To a mixture of 17.3 ml of ethyl benzoylacetate and 10 ml of water heated to 500° C. was added dropwise 5.3 ml of methyl-hydrazine over a period of 10 minutes (temperature rose to 70° C.) and the resulting mixture was heated at 60° C. for 2 hours. After adding 10 ml of dioxane the mixture was stirred at 55°-65° C. overnight, filtered, and the white solid was washed with water and dried in vacuo (P2O5) to afford 13.23 g of 2,4-dihydro-2-methyl-5-phenyl-3H-pyrazol-3-one (Formula III: R1 =CH3 ; R2 ... The reactants are Cl (HCl), O (water), [Li+].[OH-] (LiOH), C(C)(C)C=1C=CC2=C(N=CN=C2NC=2C=C(C(=O)OC)C=CC2)N1 (methyl 3-(7-isopropylpyrido[2,3-d]pyrimidin-4-ylamino)benzoate). Solvent: C1CCOC1 (THF). Run at time 8 hour. Product: C(C)(C)C=1C=CC2=C(N=CN=C2NC=2C=C(C(=O)O)C=CC2)N1 (3-(7-isopropylpyrido[2,3-d]pyrimidin-4-ylamino)benzoic acid). Isolated yield 149.2%. RXN SMILES: [CH:1]([C:4]1[CH:5]=[CH:6][C:7]2[C:12]([NH:13][C:14]3[CH:15]=[C:16]([CH:21]=[CH:22][CH:23]=3)[C:17]([O:19]C)=[O:18])=[N:11][CH:10]=[N:9][C:8]=2[N:24]=1)([CH3:3])[CH3:2].O.[Li+].[OH-].Cl>C1COCC1>[CH:1]([C:4]1[CH:5]=[CH:6][C:7]2[C:12]([NH:13][C:14]3[CH:15]=[C:16]([CH:21]=[CH:22][CH:23]=3)[C:17]([OH:19])=[O:18])=[N:11][CH:10]=[N:9][C:8]=2[N:24]=1)([CH3:3])[CH3:2] |f:2.3|. Procedure details: The product from Example 7A (1.0 g, 3.26 mmol) was dissolved in THF (12.0 mL) and water (12.0 mL) and LiOH (390 mg, 16.29 mmol) was added and the reaction was stirred at room temperature overnight. Reaction was neutralized with 1 N HCl and extracted with ethyl acetate. Dried over Na2SO4, filtered and concentrated to give the title compound (1.5 g). Starting materials: C(C)OC(=O)C1=C(C2=C(C(=N1)Br)N=C(S2)C2=CC=CC=C2)O (4-bromo-7-hydroxy-2-phenyl-thiazolo[4,5-c]pyridine-6-carboxylic acid ethyl ester), C1(=CC=CC=C1)B(O)O (phenylboronic acid), C([O-])([O-])=O.[K+].[K+] (potassium carbonate). The reagents and catalysts are C=1C=CC(=CC1)[P](C=2C=CC=CC2)(C=3C=CC=CC3)[Pd]([P](C=4C=CC=CC4)(C=5C=CC=CC5)C=6C=CC=CC6)([P](C=7C=CC=CC7)(C=8C=CC=CC8)C=9C=CC=CC9)[P](C=1C=CC=CC1)(C=1C=CC=CC1)C=1C=CC=CC1 (tetrakis(triphenylphosphine)palladium(0)). The solvent is O1CCOCC1 (dioxane), O (water). Yields the product C(C)OC(=O)C1=C(C2=C(C(=N1)C1=CC=CC=C1)N=C(S2)C2=CC=CC=C2)O (7-Hydroxy-2,4-diphenyl-thiazolo[4,5-c]pyridine-6-carboxylic acid ethyl ester). Yield: 36.7%. RXN SMILES: [CH2:1]([O:3][C:4]([C:6]1[N:11]=[C:10](Br)[C:9]2[N:13]=[C:14]([C:16]3[CH:21]=[CH:20][CH:19]=[CH:18][CH:17]=3)[S:15][C:8]=2[C:7]=1[OH:22])=[O:5])[CH3:2].[C:23]1(B(O)O)[CH:28]=[CH:27][CH:26]=[CH:25][CH:24]=1.C(=O)([O-])[O-].[K+].[K+]>O1CCOCC1.O.C1C=CC([P]([Pd]([P](C2C=CC=CC=2)(C2C=CC=CC=2)C2C=CC=CC=2)([P](C2C=CC=CC=2)(C2C=CC=CC=2)C2C=CC=CC=2)[P](C2C=CC=CC=2)(C2C=CC=CC=2)C2C=CC=CC=2)(C2C=CC=CC=2)C2C=CC=CC=2)=CC=1>[CH2:1]([O:3][C:4]([C:6]1[N:11]=[C:10]([C:23]2[CH:28]=[CH:27][CH:26]=[CH:25][CH:24]=2)[C:9]2[N:13]=[C:14]([C:16]3[CH:21]=[CH:20][CH:19]=[CH:18][CH:17]=3)[S:15][C:8]=2[C:7]=1[OH:22])=[O:5])[CH3:2] |f:2.3.4,^1:48,50,69,88|. Reported procedure: A mixture of 4-bromo-7-hydroxy-2-phenyl-thiazolo[4,5-c]pyridine-6-carboxylic acid ethyl ester (81 mg, 0.21 mmol), phenylboronic acid (34 mg, 0.28 mmol), tetrakis(triphenylphosphine)palladium(0)(25 mg, 0.02 mmol) and potassium carbonate (89 mg, 0.64 mmol) in dioxane (3 mL) and water (12 μL) was refluxed for 22 h before it was cooled to room temperature and partitioned between ethyl acetate and water. The organic layer was washed with brine, dried over anhydrous sodium sulfate and concentrated in ... Starting materials: N1(C=NC=C1)CC(=O)C1=NC=C(C=C1)Cl (2-[2'-(1H-imidazol-1-yl)acetyl]-5-chloropyridine), [BH4-].[Na+] (sodium borohydride), [OH-].[Na+] (sodium hydroxide), Cl (hydrochloric acid). The solvent is CO (methanol). Run at time 1 hour. Yields the product ClC=1C=CC(=NC1)C(CN1C=NC=C1)O (1-(5-Chloro-2-pyridyl)-2-(1H-imidazol-1-yl)ethane-1-ol). As a reaction SMILES: [N:1]1([CH2:6][C:7]([C:9]2[CH:14]=[CH:13][C:12]([Cl:15])=[CH:11][N:10]=2)=[O:8])[CH:5]=[CH:4][N:3]=[CH:2]1.[BH4-].[Na+].Cl.[OH-].[Na+]>CO>[Cl:15][C:12]1[CH:13]=[CH:14][C:9]([CH:7]([OH:8])[CH2:6][N:1]2[CH:5]=[CH:4][N:3]=[CH:2]2)=[N:10][CH:11]=1 |f:1.2,4.5|. Procedure: A solution of 7.8 g of 2-[2'-(1H-imidazol-1-yl)acetyl]-5-chloropyridine in 40 ml of methanol is charged at 0°, in portions, with 2.0 g of sodium borohydride. The mixture is stirred for one hour at 0°. For working-up the mixture is decomposed by careful addition of 1N hydrochloric acid at 0°, followed by 1N sodium hydroxide to reach a pH of 9. The solvents are evaporated in vacuo. The residue is stirred with water and dichloromethane, the aqueous phase is extracted twice with dichloromethane and ... The reactants are CS(=O)(=O)C(C1=CC=C(C=C1)Cl)C1=CC=C(C=C1)Cl (bis(p-chlorophenyl)methyl methyl sulfone), ClC1=CC(=CC=C1)C(=O)OO (m-chloroperbenzoic acid). Yields the product C(CCC)S(=O)C(C1=CC=C(C=C1)Cl)C1=CC=C(C=C1)Cl (Bis(p-chlorophenyl)methyl n-butyl sulfoxide). Reaction SMILES: [CH3:1][S:2]([CH:5]([C:13]1[CH:18]=[CH:17][C:16]([Cl:19])=[CH:15][CH:14]=1)[C:6]1[CH:11]=[CH:10][C:9]([Cl:12])=[CH:8][CH:7]=1)(=[O:4])=O.Cl[C:21]1[CH:26]=CC=C(C(OO)=O)[CH:22]=1>>[CH2:1]([S:2]([CH:5]([C:13]1[CH:18]=[CH:17][C:16]([Cl:19])=[CH:15][CH:14]=1)[C:6]1[CH:11]=[CH:10][C:9]([Cl:12])=[CH:8][CH:7]=1)=[O:4])[CH2:22][CH2:21][CH3:26]. Reported procedure: The procedure for making bis(p-chlorophenyl)methyl methyl sulfone was followed, using a slight excess of m-chloroperbenzoic acid (0.027 mole acid to 0.025 mole of bis(p-chlorophenyl)methyl n-butyl sulfoxide). A light amber liquid was formed and this gave crystals which were recrystallized from methanol as a white solid of bis(p-chlorophenyl)methyl n-butyl sulfoxide, melting point 116°-188° C. Reactants: S1C=CC2=C1C=CC(=C2)[C@@H]2[C@@H]([C@H]1CC[C@@H]2C1)C(=O)N(C)C ((1S,2R,3S,4R)-3-(1-benzothien-5-yl)-N,N-dimethylbicyclo [2,2,1]heptane-2-carboxamide), C(C)(C)[N-]C(C)C.[Li+] (lithium diisopropylamide), O (water), C1=CC=C(C=C1)S(=O)(=O)N(F)S(=O)(=O)C2=CC=CC=C2 (N-fluorobenzene sulfonimide). The solvent is O1CCCC1 (tetrahydrofuran). Run at time 10 minute. Product: FC=1SC2=C(C1)C=C(C=C2)[C@@H]2[C@@H]([C@H]1CC[C@@H]2C1)C(=O)N(C)C ((1S,2R,3S,4R)-3-(2-fluoro-1-benzothien-5-yl)-N,N-dimethylbicyclo[2,2,1]heptane-2-carboxamide). As a reaction SMILES: [S:1]1[C:5]2[CH:6]=[CH:7][C:8]([C@H:10]3[C@H:15]4[CH2:16][C@H:12]([CH2:13][CH2:14]4)[C@H:11]3[C:17]([N:19]([CH3:21])[CH3:20])=[O:18])=[CH:9][C:4]=2[CH:3]=[CH:2]1.C([N-]C(C)C)(C)C.[Li+].C1C=CC(S(N(S(C2C=CC=CC=2)(=O)=O)[F:40])(=O)=O)=CC=1.O>O1CCCC1>[F:40][C:2]1[S:1][C:5]2[CH:6]=[CH:7][C:8]([C@H:10]3[C@H:15]4[CH2:16][C@H:12]([CH2:13][CH2:14]4)[C@H:11]3[C:17]([N:19]([CH3:21])[CH3:20])=[O:18])=[CH:9][C:4]=2[CH:3]=1 |f:1.2|. Procedure: To a stirred solution of (1S,2R,3S,4R)-3-(1-benzothien-5-yl)-N,N-dimethylbicyclo [2,2,1]heptane-2-carboxamide (200 mg, 0.67 mmol) in dry tetrahydrofuran (5 mL) at −78° C. was added lithium diisopropylamide (1.67 mL, 3.35 mmol). The mixture was stirred at this temperature for 1 hour before N-fluorobenzene sulfonimide (2.3 mL, 3.35 mmol) was added. The mixture was stirred for another 10 minutes at this temperature before it was allowed to warm to room temperature. After 1 hour, water was added and... Reactants: C1(CC1)C1=C2C(=CC=3CCN(CCC31)C(=O)OC(C)(C)C)OCCN2CC(COC)O (t-butyl 5-cyclopropyl-4-(2-hydroxy-3-methoxypropyl)-3,4,6,7,9,10-hexahydro[1,4]oxazino[2,3-h][3]benzazepine-8(2H)-carboxylate), FC1=C(C=CC=C1)O (o-fluorophenol), C(#N)C=P(CCCC)(CCCC)CCCC (cyanomethylenetributylphosphorane). Run in C1(=CC=CC=C1)C (toluene). Run at temperature 80 celsius, time 20 hour. Yields the product C1(CC1)C1=C2C(=CC=3CCN(CCC31)C(=O)OC(C)(C)C)OCCN2CC(COC)OC2=C(C=CC=C2)F (t-butyl 5-cyclopropyl-4-[2-(2-fluorophenoxy)-3-methoxypropyl]-3,4,6,7,9,10-hexahydro[1,4]oxazino[2,3-h][3]benzazepine-8(2H)-carboxylate). As a reaction SMILES: [CH:1]1([C:4]2[C:14]3[CH2:13][CH2:12][N:11]([C:15]([O:17][C:18]([CH3:21])([CH3:20])[CH3:19])=[O:16])[CH2:10][CH2:9][C:8]=3[CH:7]=[C:6]3[O:22][CH2:23][CH2:24][N:25]([CH2:26][CH:27]([OH:31])[CH2:28][O:29][CH3:30])[C:5]=23)[CH2:3][CH2:2]1.[F:32][C:33]1[CH:38]=[CH:37][CH:36]=[CH:35][C:34]=1O.C(C=P(CCCC)(CCCC)CCCC)#N>C1(C)C=CC=CC=1>[CH:1]1([C:4]2[C:14]3[CH2:13][CH2:12][N:11]([C:15]([O:17][C:18]([CH3:21])([CH3:20])[CH3:19])=[O:16])[CH2:10][CH2:9][C:8]=3[CH:7]=[C:6]3[O:22][CH2:23][CH2:24][N:25]([CH2:26][CH:27]([O:31][C:34]4[CH:35]=[CH:36][CH:37]=[CH:38][C:33]=4[F:32])[CH2:28][O:29][CH3:30])[C:5]=23)[CH2:2][CH2:3]1. Reported procedure: To a solution of 300 mg of t-butyl 5-cyclopropyl-4-(2-hydroxy-3-methoxypropyl)-3,4,6,7,9,10-hexahydro[1,4]oxazino[2,3-h][3]benzazepine-8(2H)-carboxylate in 3 ml of toluene were added 0.1 ml of o-fluorophenol and 250 mg of cyanomethylenetributylphosphorane, followed by stirring at 80° C. for 20 hours. The reaction mixture was concentrated under reduced pressure and the residue was purified by silica gel chromatography (elution solvent: HEX-EtOAc) to obtain 277 mg of t-butyl 5-cyclopropyl-4-[2-(2-...